Dataset: the Open Reaction Database (ORD), a public repository of structured organic reaction records. Task: describe an organic reaction: reactants, conditions, products, and yield Reactants: [BH3-]C#N, CC(=O)[O-], CO, Cl, [NH4+], [Na+], O=C1CCCCC1C1(O)CN(C(=O)OCc2ccccc2)C1. Product: NC1CCCCC1C1(O)CN(C(=O)OCc2ccccc2)C1. As a reaction SMILES: [C:28](#[N:29])[BH3-:30].[CH3:24][C:25](=[O:26])[O-:27].[CH3:33][OH:34].[ClH:32].[NH4+:23].[Na+:31].[OH:1][C:2]1([CH:16]2[C:17](=[O:22])[CH2:18][CH2:19][CH2:20][CH2:21]2)[CH2:3][N:4]([C:6](=[O:7])[O:8][CH2:9][c:10]2[cH:11][cH:12][cH:13][cH:14][cH:15]2)[CH2:5]1>>[OH:1][C:2]1([CH:16]2[CH:17]([NH2:29])[CH2:18][CH2:19][CH2:20][CH2:21]2)[CH2:3][N:4]([C:6](=[O:7])[O:8][CH2:9][c:10]2[cH:11][cH:12][cH:13][cH:14][cH:15]2)[CH2:5]1. The reactants are O=C([O-])[O-], CS(C)=O, FC(F)(Cl)C(F)(Cl)CCI, Cl, N#CC(C#N)CC(F)(F)C(F)(F)C(F)(F)C(F)F, [K+], [K+]. Product: N#CC(C#N)(CCC(F)(Cl)C(F)(F)Cl)CC(F)(F)C(F)(F)C(F)(F)C(F)F. As a reaction SMILES: [C:29](=[O:30])([O-:31])[O-:32].[CH3:36][S:37](=[O:38])[CH3:39].[Cl:19][C:20]([C:21]([CH2:22][CH2:23][I:24])([F:25])[Cl:26])([F:27])[F:28].[ClH:35].[F:1][C:2]([CH2:3][CH:4]([C:5]#[N:6])[C:7]#[N:8])([C:9]([C:10]([CH:11]([F:12])[F:13])([F:14])[F:15])([F:16])[F:17])[F:18].[K+:33].[K+:34]>>[F:1][C:2]([CH2:3][C:4]([C:5]#[N:6])([C:7]#[N:8])[CH2:23][CH2:22][C:21]([C:20]([Cl:19])([F:27])[F:28])([F:25])[Cl:26])([C:9]([C:10]([CH:11]([F:12])[F:13])([F:14])[F:15])([F:16])[F:17])[F:18]. The reactants are C(Cl)Cl (CH2Cl2), Cl (HCl), C(C)(C)(C)OC(N)=O.NCCNS(=O)(=O)C=1C=2C=CN=CC2C=C(C1)C1=CC=CC=C1 (7-Phenyl-isoquinoline-5-sulfonic acid (2-amino-ethyl)-amide carbamic acid t-butyl ester). Solvent: CO (CH3OH). Run at time 8 hour. The product is Cl.NCCNS(=O)(=O)C=1C=2C=CN=CC2C=C(C1)C1=CC=CC=C1 (7-phenyl-isoquinoline-5-sulfonic acid (2-amino-ethyl)-amide hydrochloride). Isolated yield 100.0%. As a reaction SMILES: C(OC(=O)N)(C)(C)C.[NH2:9][CH2:10][CH2:11][NH:12][S:13]([C:16]1[C:17]2[CH:18]=[CH:19][N:20]=[CH:21][C:22]=2[CH:23]=[C:24]([C:26]2[CH:31]=[CH:30][CH:29]=[CH:28][CH:27]=2)[CH:25]=1)(=[O:15])=[O:14].C(Cl)[Cl:33].Cl>CO>[ClH:33].[NH2:9][CH2:10][CH2:11][NH:12][S:13]([C:16]1[C:17]2[CH:18]=[CH:19][N:20]=[CH:21][C:22]=2[CH:23]=[C:24]([C:26]2[CH:31]=[CH:30][CH:29]=[CH:28][CH:27]=2)[CH:25]=1)(=[O:15])=[O:14] |f:0.1,5.6|. Reported procedure: 7-Phenyl-isoquinoline-5-sulfonic acid (2-amino-ethyl)-amide carbamic acid t-butyl ester (1.44 g, 3.37 mmol) is dissolved in CH3OH (20 mL) and CH2Cl2 (20 mL) and HCl (37%, 5.0 mL) is added. After the mixture is stirred overnight, the mixture is concentrated and dried under high vacuum to give 1.34 g (100% yield) 7-phenyl-isoquinoline-5-sulfonic acid (2-amino-ethyl)-amide hydrochloride. Load the product onto ion exchange resin and elute with 1N NH3 in methanol and concentrate to dryness to give th... Reactants: ClC1=C2C3=CC(CCC3(CC2=CC(=C1Cl)OC)CC)=O (5,6-Dichloro-9a-ethyl-7-methoxy-1,2,9,9a-tetrahydro-3H-fluoren-3-one), Cl.N1=CC=CC=C1 (pyridine hydrochloride). Solvent: O (water). Product: ClC1=C2C3=CC(CCC3(CC2=CC(=C1Cl)O)CC)=O (5,6-Dichloro-9a-ethyl-7-hydroxy-1,2,9,9a-tetrahydro-3H-fluoren-3-one). Reaction SMILES: [Cl:1][C:2]1[C:14]([Cl:15])=[C:13]([O:16]C)[CH:12]=[C:11]2[C:3]=1[C:4]1[C:9]([CH2:18][CH3:19])([CH2:10]2)[CH2:8][CH2:7][C:6](=[O:20])[CH:5]=1.Cl.N1C=CC=CC=1>O>[Cl:1][C:2]1[C:14]([Cl:15])=[C:13]([OH:16])[CH:12]=[C:11]2[C:3]=1[C:4]1[C:9]([CH2:18][CH3:19])([CH2:10]2)[CH2:8][CH2:7][C:6](=[O:20])[CH:5]=1 |f:1.2|. Procedure: 5,6-Dichloro-9a-ethyl-7-methoxy-1,2,9,9a-tetrahydro-3H-fluoren-3-one (15 gm., 0.048 mole) is mixed with pyridine hydrochloride (120 gm.) in a reaction vessel and heated in a metal bath at 195°-200° C. for 30 minutes. The mixture is cooled somewhat and poured with stirring into cold water (800 ml.). The solid that separates is removed by filtration and washed with water. After drying, the product is triturated with acetonitrile (80 ml.) at 60°, cooled, filtered and dried. The yield of crude 5,6-d... Reactants: CC(C)(C)OC(=O)N1CCN(c2ccc([N+](=O)[O-])cc2)CC1, CC(C)O, O=C1CCC(=O)N1Cl. Yields the product CC(C)(C)OC(=O)N1CCN(c2ccc([N+](=O)[O-])cc2)CC1Cl. Reaction SMILES: [C:1]([CH3:2])([CH3:3])([CH3:4])[O:5][C:6](=[O:7])[N:8]1[CH2:9][CH2:10][N:11]([c:14]2[cH:15][cH:16][c:17]([N+:20](=[O:21])[O-:22])[cH:18][cH:19]2)[CH2:12][CH2:13]1.[CH:31]([OH:32])([CH3:33])[CH3:34].[Cl:23][N:24]1[C:25](=[O:26])[CH2:27][CH2:28][C:29]1=[O:30]>>[C:1]([CH3:2])([CH3:3])([CH3:4])[O:5][C:6](=[O:7])[N:8]1[CH:9]([Cl:23])[CH2:10][N:11]([c:14]2[cH:15][cH:16][c:17]([N+:20](=[O:21])[O-:22])[cH:18][cH:19]2)[CH2:12][CH2:13]1. Reactants: Cn1ncc2[nH]ccc2c1=O, O=C(c1ccc(Cl)cc1)c1cccc(CBr)c1, CN(C)C=O, O. Yields the product Cn1ncc2c(ccn2Cc2cccc(C(=O)c3ccc(Cl)cc3)c2)c1=O. RXN SMILES: [CH3:1][n:2]1[n:3][cH:4][c:5]2[c:6]([c:7]1=[O:8])[cH:9][cH:10][nH:11]2.[Cl:12][c:13]1[cH:14][cH:15][c:16]([C:17](=[O:18])[c:19]2[cH:20][c:21]([CH2:22][Br:23])[cH:24][cH:25][cH:26]2)[cH:27][cH:28]1.[O:30]=[CH:31][N:32]([CH3:33])[CH3:34].[OH2:29]>>[CH3:1][n:2]1[n:3][cH:4][c:5]2[c:6]([c:7]1=[O:8])[cH:9][cH:10][n:11]2[CH2:22][c:21]1[cH:20][c:19]([C:17]([c:16]2[cH:15][cH:14][c:13]([Cl:12])[cH:28][cH:27]2)=[O:18])[cH:26][cH:25][cH:24]1. Starting materials: [BH4-], CCO, Cc1c(C=O)cc(-c2ccc(S(C)(=O)=O)cc2)n1-c1ccc(F)cc1, [Na+]. Product: Cc1c(CO)cc(-c2ccc(S(C)(=O)=O)cc2)n1-c1ccc(F)cc1. As a reaction SMILES: [BH4-:26].[CH3:28][CH2:29][OH:30].[F:1][c:2]1[cH:3][cH:4][c:5](-[n:8]2[c:9]([CH3:25])[c:10]([CH:23]=[O:24])[cH:11][c:12]2-[c:13]2[cH:14][cH:15][c:16]([S:19](=[O:20])(=[O:21])[CH3:22])[cH:17][cH:18]2)[cH:6][cH:7]1.[Na+:27]>>[F:1][c:2]1[cH:3][cH:4][c:5](-[n:8]2[c:9]([CH3:25])[c:10]([CH2:23][OH:24])[cH:11][c:12]2-[c:13]2[cH:14][cH:15][c:16]([S:19](=[O:20])(=[O:21])[CH3:22])[cH:17][cH:18]2)[cH:6][cH:7]1.